This data is from the Open Reaction Database (ORD), a public repository of structured organic reaction records. The task is: describe an organic reaction: reactants, conditions, products, and yield The reactants are C1CCOC1, COC(=O)CCC(=O)Nc1ncc(Oc2cc(I)c(OC)cc2C(C)C)c(N)n1, [Li+], [OH-], O. Product: COc1cc(C(C)C)c(Oc2cnc(NC(=O)CCC(=O)O)nc2N)cc1I. Reaction SMILES: [CH2:32]1[O:33][CH2:34][CH2:35][CH2:36]1.[CH3:1][O:2][C:3]([CH2:4][CH2:5][C:6](=[O:7])[NH:8][c:9]1[n:10][cH:11][c:12]([O:16][c:17]2[c:18]([CH:26]([CH3:27])[CH3:28])[cH:19][c:20]([O:24][CH3:25])[c:21]([I:23])[cH:22]2)[c:13]([NH2:15])[n:14]1)=[O:29].[Li+:30].[OH-:31].[OH2:37]>>[O:2]=[C:3]([CH2:4][CH2:5][C:6](=[O:7])[NH:8][c:9]1[n:10][cH:11][c:12]([O:16][c:17]2[c:18]([CH:26]([CH3:27])[CH3:28])[cH:19][c:20]([O:24][CH3:25])[c:21]([I:23])[cH:22]2)[c:13]([NH2:15])[n:14]1)[OH:29]. Starting materials: C1CCOC1, OCC1CO1, CCOC(=O)N=NC(=O)OCC, Oc1ccncc1, c1ccc(P(c2ccccc2)c2ccccc2)cc1. Product: c1cc(OCC2CO2)ccn1. As a reaction SMILES: [CH2:44]1[O:45][CH2:46][CH2:47][CH2:48]1.[CH:8]1([CH2:9][OH:10])[CH2:11][O:12]1.[O:32]=[C:33]([O:34][CH2:35][CH3:36])[N:37]=[N:38][C:39]([O:40][CH2:41][CH3:42])=[O:43].[OH:1][c:2]1[cH:3][cH:4][n:5][cH:6][cH:7]1.[c:13]1([P:14]([c:15]2[cH:16][cH:17][cH:18][cH:19][cH:20]2)[c:21]2[cH:22][cH:23][cH:24][cH:25][cH:26]2)[cH:27][cH:28][cH:29][cH:30][cH:31]1>>[O:1]([c:2]1[cH:3][cH:4][n:5][cH:6][cH:7]1)[CH2:9][CH:8]1[CH2:11][O:12]1. Reactants: NC(C)C=1C(=C(C(=C(C1)Cl)F)C1CN(C1)C(=O)OC(C)(C)C)OC (tert-butyl 3-[3-(1-aminoethyl)-5-chloro-6-fluoro-2-methoxyphenyl]azetidine-1-carboxylate), BrC1=C2N=CN(C2=NC=N1)C1OCCCC1 (6-Bromo-9-(tetrahydro-2H-pyran-2-yl)-9H-purine), CCN(C(C)C)C(C)C (DIPEA). Run in C(C)O (ethanol), C(=O)(O)[O-].[Na+] (NaHCO3). Conditions: temperature 100 celsius. Yields the product ClC=1C(=C(C(=C(C1)C(C)NC1=C2N=CN(C2=NC=N1)C1OCCCC1)OC)C1CN(C1)C(=O)OC(C)(C)C)F (tert-butyl 3-[3-chloro-2-fluoro-6-methoxy-5-(1-{[9-(tetrahydro-2H-pyran-2-yl)-9H-purin-6-yl]amino}ethyl)phenyl]azetidine-1-carboxylate). Isolated yield 96.7%. Reaction SMILES: [NH2:1][CH:2]([C:4]1[C:5]([O:23][CH3:24])=[C:6]([CH:12]2[CH2:15][N:14]([C:16]([O:18][C:19]([CH3:22])([CH3:21])[CH3:20])=[O:17])[CH2:13]2)[C:7]([F:11])=[C:8]([Cl:10])[CH:9]=1)[CH3:3].Br[C:26]1[N:34]=[CH:33][N:32]=[C:31]2[C:27]=1[N:28]=[CH:29][N:30]2[CH:35]1[CH2:40][CH2:39][CH2:38][CH2:37][O:36]1.CCN(C(C)C)C(C)C>C(O)C.C([O-])(O)=O.[Na+]>[Cl:10][C:8]1[C:7]([F:11])=[C:6]([CH:12]2[CH2:15][N:14]([C:16]([O:18][C:19]([CH3:20])([CH3:22])[CH3:21])=[O:17])[CH2:13]2)[C:5]([O:23][CH3:24])=[C:4]([CH:2]([NH:1][C:26]2[N:34]=[CH:33][N:32]=[C:31]3[C:27]=2[N:28]=[CH:29][N:30]3[CH:35]2[CH2:40][CH2:39][CH2:38][CH2:37][O:36]2)[CH3:3])[CH:9]=1 |f:4.5|. Reported procedure: A mixture of tert-butyl 3-[3-(1-aminoethyl)-5-chloro-6-fluoro-2-methoxyphenyl]azetidine-1-carboxylate (22.5 mg, 0.0627 mmol), 6-bromo-9-(tetrahydro-2H-pyran-2-yl)-9H-purine (24 mg, 0.085 mmol, from Example 108, Step 1) and DIPEA (33 μL, 0.19 mmol) in ethanol (1.0 mL) was heated at 100° C. overnight. The mixture was diluted with sat. NaHCO3 solution, extracted with dichloromethane. The combined organic layers were dried over MgSO4 and concentrated to give tert-butyl 3-[3-chloro-2-fluoro-6-methoxy... Starting materials: Cc1cc(-c2ccc(Cl)c(Cl)c2)cc(Cl)n1, c1c[nH]cn1. Yields the product Cc1cc(-c2ccc(Cl)c(Cl)c2)cc(-n2ccnc2)n1. As a reaction SMILES: [Cl:1][c:2]1[n:3][c:4]([CH3:16])[cH:5][c:6](-[c:8]2[cH:9][c:10]([Cl:15])[c:11]([Cl:14])[cH:12][cH:13]2)[cH:7]1.[nH:17]1[cH:18][n:19][cH:20][cH:21]1>>[c:2]1(-[n:17]2[cH:18][n:19][cH:20][cH:21]2)[n:3][c:4]([CH3:16])[cH:5][c:6](-[c:8]2[cH:9][c:10]([Cl:15])[c:11]([Cl:14])[cH:12][cH:13]2)[cH:7]1. Product: COC(=O)C=1N(C(C2=CC=CC=C2C1C1=CC(=C(C(=C1)OC)OC)OC)=O)NC(C(F)(F)F)=O (3-methoxycarbonyl-2-(trifluoroacetyl-amino)-4-(3,4,5-trimethoxyphenyl)-1(2H)-isoquinolinone). Procedure details: To a solution of the compound obtained in Example 67 (5.60 g) in methylene chloride (15 ml) is added trifluoroacetic acid (15 ml), and the mixture is allowed to stand at room temperature for three hours. After the reaction is complete, the reaction mixture is concentrated under reduced pressure. The resulting residue is dissolved in ethyl acetate, and extracted. The extract is washed, dried, and concentrated under reduced pressure. The resulting residue is crystallized from ethyl acetate to give... Run in C(Cl)Cl (methylene chloride). Reaction SMILES: C(O[C:6]([NH:8][N:9]1[C:18]([C:19]([O:21][CH3:22])=[O:20])=[C:17]([C:23]2[CH:28]=[C:27]([O:29][CH3:30])[C:26]([O:31][CH3:32])=[C:25]([O:33][CH3:34])[CH:24]=2)[C:16]2[C:11](=[CH:12][CH:13]=[CH:14][CH:15]=2)[C:10]1=[O:35])=[O:7])(C)(C)C.[F:36][C:37]([F:42])([F:41])C(O)=O>C(Cl)Cl>[CH3:22][O:21][C:19]([C:18]1[N:9]([NH:8][C:6](=[O:7])[C:37]([F:42])([F:41])[F:36])[C:10](=[O:35])[C:11]2[C:16]([C:17]=1[C:23]1[CH:28]=[C:27]([O:29][CH3:30])[C:26]([O:31][CH3:32])=[C:25]([O:33][CH3:34])[CH:24]=1)=[CH:15][CH:14]=[CH:13][CH:12]=2)=[O:20]. Reaction conditions: time 3 hour. Reactants: C(C)(C)(C)OC(=O)NN1C(C2=CC=CC=C2C(=C1C(=O)OC)C1=CC(=C(C(=C1)OC)OC)OC)=O (2-(tert-butoxycarbonylamino)-3-methoxycarbonyl-4-(3,4,5-trimethoxyphenyl)-1(2H)-isoquinolinone), FC(C(=O)O)(F)F (trifluoroacetic acid). Reactants: [H-].[Na+] (sodium hydride), C(C)#N (acetonitrile), [H-] (hydride), O1CCCC1 (tetrahydrofuran), C(C)C(C(=O)OC)(CC)C (methyl 2-ethyl-2-methylbutyrate), C(C)#N (acetonitrile). The solvent is C(C)O (ethanol), C(C)O (ethanol). Yields the product C(C)C(C(=O)CC#N)(CC)C ((2-ethyl-2-methylbutyryl)acetonitrile). RXN SMILES: [H-].[Na+].O1CCCC1.[CH2:8]([C:10]([CH3:17])([CH2:15][CH3:16])[C:11]([O:13]C)=O)[CH3:9].[H-].[C:19](#[N:21])[CH3:20]>C(O)C>[CH2:15]([C:10]([CH3:17])([CH2:8][CH3:9])[C:11]([CH2:20][C:19]#[N:21])=[O:13])[CH3:16] |f:0.1|. Procedure: To a suspension of 96 g. of sodium hydride, as a 50% dispersion in mineral oil, in 300 ml. of dry tetrahydrofuran was added, with stirring, 63 g. of acetonitrile and 114 g. of methyl 2-ethyl-2-methylbutyrate. The mixture was then heated gently to 60°-65° and allowed to reflux gently at that temperature overnight. It was then cooled to ice bath temperature, and 2 ml. portions of ethanol were added to decompose the remaining hydride. When the mixture did not foam on further ethanol addition, the m... The reactants are C(C1=CC=CC=C1)N1C(N(C(C1=O)(C)C)CC#C)=O (3-benzyl-1-propargyl-5,5-dimethylhydantoin), IN1C(CCC1=O)=O (N-iodosuccinimide). The reagents and catalysts are [N+](=O)([O-])[O-].[Ag+] (silver nitrate). Solvent: CC(=O)C (acetone). Reaction conditions: time 5 hour. Product: C(C1=CC=CC=C1)N1C(N(C(C1=O)(C)C)CC#CI)=O (3-benzyl-1-(3-iodo-2-propynyl)-5,5-dimethylhydantoin). Yield: 63.7%. RXN SMILES: [CH2:1]([N:8]1[C:12](=[O:13])[C:11]([CH3:15])([CH3:14])[N:10]([CH2:16][C:17]#[CH:18])[C:9]1=[O:19])[C:2]1[CH:7]=[CH:6][CH:5]=[CH:4][CH:3]=1.[I:20]N1C(=O)CCC1=O>CC(C)=O.[N+]([O-])([O-])=O.[Ag+]>[CH2:1]([N:8]1[C:12](=[O:13])[C:11]([CH3:14])([CH3:15])[N:10]([CH2:16][C:17]#[C:18][I:20])[C:9]1=[O:19])[C:2]1[CH:3]=[CH:4][CH:5]=[CH:6][CH:7]=1 |f:3.4|. Reported procedure: To a solution of 3-benzyl-1-propargyl-5,5-dimethylhydantoin (2 g, 7.81 mmole) in acetone (35 mL) at room temperature was added N-iodosuccinimide (2.1 g, 9.2 mmole), followed by silver nitrate (0.265 g, 1.56 mmole). The reaction mixture was stirred at room temperature for 5 hr. The reaction mixture was then passed through Celite by suction-filtration and washed with acetone. The filtrate was concentrated on a rotary evaporator and diluted with ethyl acetate. The solution was washed with water and...